This data is from the Open Reaction Database (ORD), a public repository of structured organic reaction records. The task is: describe an organic reaction: reactants, conditions, products, and yield The reactants are CCOC(=O)N1CCC(NC(=O)c2[nH]c(C)c(Cl)c2Cl)C(OCC)C1, [K+], NN, [OH-], O, O, OCCO. Yields the product CCOC1CNCCC1NC(=O)c1[nH]c(C)c(Cl)c1Cl. As a reaction SMILES: [Cl:1][c:2]1[c:3]([C:9](=[O:10])[NH:11][CH:12]2[CH:13]([O:23][CH2:24][CH3:25])[CH2:14][N:15]([C:18]([O:19][CH2:20][CH3:21])=[O:22])[CH2:16][CH2:17]2)[nH:4][c:5]([CH3:8])[c:6]1[Cl:7].[K+:27].[NH2:29][NH2:30].[OH-:26].[OH2:28].[OH2:31].[OH:32][CH2:33][CH2:34][OH:35]>>[Cl:1][c:2]1[c:3]([C:9](=[O:10])[NH:11][CH:12]2[CH:13]([O:23][CH2:24][CH3:25])[CH2:14][NH:15][CH2:16][CH2:17]2)[nH:4][c:5]([CH3:8])[c:6]1[Cl:7]. Reactants: C(C)(C)(C)C1(OC1)COC1OCCCC1 (2-tert.-butyl-2-(tetrahydro-2H-pyran-2-yloxymethyl)-oxirane), N1N=CN=C1 (1,2,4-triazole), potassium tert.-butylate. The solvent is CN(C=O)C (dimethylformamide), CN(C=O)C (dimethylformamide). Reaction conditions: temperature 80 celsius, time 6 hour. Yields the product C(C)(C)(C)C(COC1OCCCC1)(CN1N=CN=C1)O (2-tert.-butyl-1-(tetrahydro-2H-pyran-2-yl-oxy)-3-(1,2,4-triazol-1-yl)-propan-2-ol). Yield: 50.5%. Reaction SMILES: [C:1]([C:5]1([CH2:8][O:9][CH:10]2[CH2:15][CH2:14][CH2:13][CH2:12][O:11]2)[CH2:7][O:6]1)([CH3:4])([CH3:3])[CH3:2].[NH:16]1[CH:20]=[N:19][CH:18]=[N:17]1>CN(C)C=O>[C:1]([C:5]([OH:6])([CH2:7][N:16]1[CH:20]=[N:19][CH:18]=[N:17]1)[CH2:8][O:9][CH:10]1[CH2:15][CH2:14][CH2:13][CH2:12][O:11]1)([CH3:4])([CH3:3])[CH3:2]. Reported procedure: A solution of 160 g (0.75 mol) of 2-tert.-butyl-2-(tetrahydro-2H-pyran-2-yloxymethyl)-oxirane in 180 ml of absolute dimethylformamide is added dropwise to a mixture of 168 g (2.45 mols) of 1,2,4-triazole, 18.2 g (0.16 mol) of potassium tert.-butylate and 350 ml of absolute dimethylformamide at 80° C. under a nitrogen atmosphere. The reaction mixture is stirred at 80° C. for 6 hours and is then concentrated by stripping off the diluent under reduced pressure. The residue which remains is taken up... As a reaction SMILES: [CH:1]1[CH:2]=[CH:3][N:4]2[CH2:10][C:9]3[CH:11]=[CH:12][CH:13]=[CH:14][C:8]=3[N:7]([C:15]([C:17]3[CH:18]=[CH:19][C:20]([NH:23][C:24](=[O:32])[C:25]4[CH:30]=[CH:29][CH:28]=[CH:27][C:26]=4Br)=[N:21][CH:22]=3)=[O:16])[CH2:6][C:5]=12>C1(C)C=CC=CC=1.C1C=CC([P]([Pd]([P](C2C=CC=CC=2)(C2C=CC=CC=2)C2C=CC=CC=2)([P](C2C=CC=CC=2)(C2C=CC=CC=2)C2C=CC=CC=2)[P](C2C=CC=CC=2)(C2C=CC=CC=2)C2C=CC=CC=2)(C2C=CC=CC=2)C2C=CC=CC=2)=CC=1>[CH:1]1[CH:2]=[CH:3][N:4]2[CH2:10][C:9]3[CH:11]=[CH:12][CH:13]=[CH:14][C:8]=3[N:7]([C:15]([C:17]3[CH:18]=[CH:19][C:20]([NH:23][C:24](=[O:32])[C:25]4[CH:30]=[CH:29][CH:28]=[CH:27][C:26]=4[C:20]4[CH:19]=[CH:18][CH:17]=[CH:22][N:21]=4)=[N:21][CH:22]=3)=[O:16])[CH2:6][C:5]=12 |^1:43,45,64,83|. The product is C=1C=CN2C1CN(C1=C(C2)C=CC=C1)C(=O)C=1C=CC(=NC1)NC(C1=C(C=CC=C1)C1=NC=CC=C1)=O (N-[5-(5H-Pyrrolo[2,1-c][1,4]benzodiazepin-10(11H)ylcarbonyl)-2-pyridinyl]-2-(2-pyridinyl)benzamide). Isolated yield 83.0%. Reactants: C=1C=CN2C1CN(C1=C(C2)C=CC=C1)C(=O)C=1C=CC(=NC1)NC(C1=C(C=CC=C1)Br)=O (N-[5-(5H-pyrrolo[2,1-c][1,4]benzodiazepin-10(11H)-ylcarbonyl)-2-pyridinyl]-2-bromobenzamide), 4-(N,N-di-methyl)anilino-tri-n-butyl stannane. The solvent is C1(=CC=CC=C1)C (toluene). Procedure details: A mixture of 484 mg of N-[5-(5H-pyrrolo[2,1-c][1,4]benzodiazepin-10(11H)-ylcarbonyl)-2-pyridinyl]-2-bromobenzamide, 814 mg of 4-(N,N-di-methyl)anilino-tri-n-butyl stannane and 100 mg of tetrakis(triphenylphosphine)palladium (O) is refluxed in degassed toluene for 24 hours. The reaction mixture is concentrated in vacuo to a residue which is purified by column chromatography on silica gel by elution with ethyl acetate to give 200 mg of the desired product: M+1=528. Reagents/catalysts: C=1C=CC(=CC1)[P](C=2C=CC=CC2)(C=3C=CC=CC3)[Pd]([P](C=4C=CC=CC4)(C=5C=CC=CC5)C=6C=CC=CC6)([P](C=7C=CC=CC7)(C=8C=CC=CC8)C=9C=CC=CC9)[P](C=1C=CC=CC1)(C=1C=CC=CC1)C=1C=CC=CC1 (tetrakis(triphenylphosphine)palladium). Starting materials: [Br-], CCc1nc(I)c2n1CCN(C(=O)OC(C)(C)C)C2CCc1ccc(C(F)(F)F)c(Cl)c1, CC[Mg+], C1CCOC1. Product: CCc1ncc2n1CCN(C(=O)OC(C)(C)C)C2CCc1ccc(C(F)(F)F)c(Cl)c1. As a reaction SMILES: [Br-:33].[C:1]([CH3:2])([CH3:3])([CH3:4])[O:5][C:6](=[O:7])[N:8]1[CH:9]([CH2:20][CH2:21][c:22]2[cH:23][c:24]([Cl:32])[c:25]([C:28]([F:29])([F:30])[F:31])[cH:26][cH:27]2)[c:10]2[n:11]([c:14]([CH2:18][CH3:19])[n:15][c:16]2[I:17])[CH2:12][CH2:13]1.[CH2:34]([Mg+:35])[CH3:36].[CH2:37]1[O:38][CH2:39][CH2:40][CH2:41]1>>[C:1]([CH3:2])([CH3:3])([CH3:4])[O:5][C:6](=[O:7])[N:8]1[CH:9]([CH2:20][CH2:21][c:22]2[cH:23][c:24]([Cl:32])[c:25]([C:28]([F:29])([F:30])[F:31])[cH:26][cH:27]2)[c:10]2[n:11]([c:14]([CH2:18][CH3:19])[n:15][cH:16]2)[CH2:12][CH2:13]1.